Dataset: the Open Reaction Database (ORD), a public repository of structured organic reaction records. Task: describe an organic reaction: reactants, conditions, products, and yield Starting materials: BrCCCCBr, O=C([O-])[O-], CC(C)=O, [K+], [K+], NC(=O)c1ccc(O)cc1[N+](=O)[O-]. Yields the product NC(=O)c1ccc(OCCCCBr)cc1[N+](=O)[O-]. Reaction SMILES: [Br:20][CH2:21][CH2:22][CH2:23][CH2:24][Br:25].[C:14](=[O:15])([O-:16])[O-:17].[CH3:26][C:27](=[O:28])[CH3:29].[K+:18].[K+:19].[OH:1][c:2]1[cH:3][c:4]([N+:11](=[O:12])[O-:13])[c:5]([C:6](=[O:7])[NH2:8])[cH:9][cH:10]1>>[O:1]([c:2]1[cH:3][c:4]([N+:11](=[O:12])[O-:13])[c:5]([C:6](=[O:7])[NH2:8])[cH:9][cH:10]1)[CH2:24][CH2:23][CH2:22][CH2:21][Br:20]. Starting materials: CC=1C=C(N)C=CC1C (3,4-dimethylaniline), N(=O)[O-].[Na+] (sodium nitrite), CC(C(=O)OCC)C(=O)C (ethyl 2-methyl-acetoacetate). Product: CC=1C=C(C=CC1C)NN=C(C(=O)OCC)C (ethyl pyruvate (3,4-dimethylphenylhydrazone)). As a reaction SMILES: [CH3:1][C:2]1[CH:3]=[C:4]([CH:6]=[CH:7][C:8]=1[CH3:9])[NH2:5].[N:10]([O-])=O.[Na+].[CH3:14][CH:15](C(C)=O)[C:16]([O:18][CH2:19][CH3:20])=[O:17]>>[CH3:1][C:2]1[CH:3]=[C:4]([NH:5][N:10]=[C:15]([CH3:14])[C:16]([O:18][CH2:19][CH3:20])=[O:17])[CH:6]=[CH:7][C:8]=1[CH3:9] |f:1.2|. Procedure details: In a manner analogous to that described in Example 4, 60.6 g 3,4-dimethylaniline were diazotized with 37.0 g sodium nitrite and reacted with 73.0 g ethyl 2-methyl-acetoacetate to give ethyl pyruvate (3,4-dimethylphenylhydrazone), which does not crystallize. A greater part of the dark brown impurities present can be removed by treatment of a solution of the hydrazone in ligroin with silica gel. After evaporation of the ligroin, the hydrazone (81.1 g; 49% of theory) was dissolved in ethanol and hy... Reactants: NCCOCCOCCO (2-(2-(2-Amino-ethoxy)-ethoxy)-ethanol), C[Si](O[Si](CCCOCC1OC1)(C)C)(CC[Si](C)(C)C)C (1,1,3,3-Tetramethyl-3-(3-oxiranylmethoxy-propyl)-1-(2-trimethylsilanyl-ethyl)-disiloxane). The solvent is C(C)O (ethanol), C(C)O (ethanol), C(C)O (ethanol). Run at temperature 70 celsius. The product is OCCOCCOCCNCC(COCCC[Si](O[Si](CC[Si](C)(C)C)(C)C)(C)C)O (1-(2-(2-(2-Hydroxy-ethoxy)-ethoxy)-ethylamino)-3-(3-(1,1,3,3-tetramethyl-3-(2-trimethylsilanyl-ethyl)-disiloxanyl)-propoxy)-propan-2-ol). RXN SMILES: [NH2:1][CH2:2][CH2:3][O:4][CH2:5][CH2:6][O:7][CH2:8][CH2:9][OH:10].[CH3:11][Si:12]([CH3:31])([CH2:25][CH2:26][Si:27]([CH3:30])([CH3:29])[CH3:28])[O:13][Si:14]([CH3:24])([CH3:23])[CH2:15][CH2:16][CH2:17][O:18][CH2:19][CH:20]1[CH2:22][O:21]1>C(O)C>[OH:10][CH2:9][CH2:8][O:7][CH2:6][CH2:5][O:4][CH2:3][CH2:2][NH:1][CH2:22][CH:20]([OH:21])[CH2:19][O:18][CH2:17][CH2:16][CH2:15][Si:14]([CH3:23])([CH3:24])[O:13][Si:12]([CH3:31])([CH3:11])[CH2:25][CH2:26][Si:27]([CH3:30])([CH3:29])[CH3:28]. Reported procedure: 2-(2-(2-Amino-ethoxy)-ethoxy)-ethanol (4.25 g) and ethanol (40 mL) were charged to a 100 mL RB flask equipped with a magnetic stirrer. The mixture was stirred and heated to 70° C. 1,1,3,3-Tetramethyl-3-(3-oxiranylmethoxy-propyl)-1-(2-trimethylsilanyl-ethyl)-disiloxane (2.0 g) mixed with ethanol (10 g) was placed in an addition funnel and added dropwise to the flask. The mixture was stirred and maintained at 70° C. for an additional 4 hours. The reaction progress was monitored by NMR spectroscopy...